Dataset: the Open Reaction Database (ORD), a public repository of structured organic reaction records. Task: describe an organic reaction: reactants, conditions, products, and yield Reactants: [H-].[Na+] (Sodium hydride), CS(=O)(=O)OCC(C(C=1NC(=C2C1N(C(N(C2=O)C)=O)C)C2=CC=CC=C2)C=2SC=C(N2)Cl)(C)C (3-(4-chlorothiazol-2-yl)-3-(1,3-dimethyl-2,4-dioxo-5-phenyl-2,3,4,6-tetrahydro-1H-pyrrolo[3,4-d]pyrimidin-7-yl)-2,2-dimethylpropyl methanesulfonate). The solvent is C1CCOC1 (THF). Conditions: time 5 minute. Product: ClC=1N=C(SC1)C1C(CN2C(=C3C(=C12)N(C(N(C3=O)C)=O)C)C3=CC=CC=C3)(C)C (9-(4-Chlorothiazol-2-yl)-1,3,8,8-tetramethyl-5-phenyl-8,9-dihydro-1H-pyrimido[4,5-a]pyrrolizine-2,4(3H,7H)-dione). Reaction SMILES: [H-].[Na+].CS(O[CH2:8][C:9]([CH3:37])([CH3:36])[CH:10]([C:30]1[S:31][CH:32]=[C:33]([Cl:35])[N:34]=1)[C:11]1[NH:12][C:13]([C:24]2[CH:29]=[CH:28][CH:27]=[CH:26][CH:25]=2)=[C:14]2[C:19](=[O:20])[N:18]([CH3:21])[C:17](=[O:22])[N:16]([CH3:23])[C:15]=12)(=O)=O>C1COCC1>[Cl:35][C:33]1[N:34]=[C:30]([CH:10]2[C:11]3[N:12]([C:13]([C:24]4[CH:25]=[CH:26][CH:27]=[CH:28][CH:29]=4)=[C:14]4[C:19](=[O:20])[N:18]([CH3:21])[C:17](=[O:22])[N:16]([CH3:23])[C:15]4=3)[CH2:36][C:9]2([CH3:8])[CH3:37])[S:31][CH:32]=1 |f:0.1|. Reported procedure: Sodium hydride (60% wt., 38.0 mg, 0.950 mmol) was added to a solution of 3-(4-chlorothiazol-2-yl)-3-(1,3-dimethyl-2,4-dioxo-5-phenyl-2,3,4,6-tetrahydro-1H-pyrrolo[3,4-d]pyrimidin-7-yl)-2,2-dimethylpropyl methanesulfonate (170 mg, 0.317 mmol) in THF (10 mL). The mixture was stirred at room temperature for 5 mins. The reaction was quenched with water and extracted with DCM (2×). The combined organic extracts were passed through a hydrophobic frit and evaporated under vacuum. Purification by chroma... Starting materials: C[Si](C=1C2=CC=CC=C2C=C2C=CC=C(C12)C#C)(C)C (9-trimethylsilyl ethynyl anthracene), C1CCOC1 (THF). The solvent is CO (methanol), [OH-].[K+] (KOH), O (water). Run at time 12 hour. Product: C(#C)C=1C2=CC=CC=C2C=C2C=CC=CC12 (9-Ethynyl Anthracene). Yield: 85.8%. Reaction SMILES: C[Si](C)(C)[C:3]1[C:4]2[C:9](C=C3[C:16]=1[C:15](C#C)=[CH:14][CH:13]=[CH:12]3)=[CH:8][CH:7]=[CH:6][CH:5]=2.[CH2:21]1[CH2:25]O[CH2:23][CH2:22]1>CO.[OH-].[K+].O>[C:22]([C:21]1[C:25]2[C:16]([CH:3]=[C:4]3[C:9]=1[CH:8]=[CH:7][CH:6]=[CH:5]3)=[CH:15][CH:14]=[CH:13][CH:12]=2)#[CH:23] |f:3.4|. Reported procedure: 27 g (0.098 mol) of 9-trimethylsilyl ethynyl anthracene was put into a 1 L round-bottomed flask equipped with a stirrer and dissolved in a mixture of 100 ml of THF and 200 ml of methanol. A solution in which 0.7 g of KOH was dissolved in 7 ml of water was dropped into the resulting solution. The reaction mixture was stirred at room temperature for 12 hours. After the reaction was completed, THF and methanol were removed under a reduced pressure. The reaction mixture was then extracted with methy...